This data is from the Open Reaction Database (ORD), a public repository of structured organic reaction records. The task is: describe an organic reaction: reactants, conditions, products, and yield Reaction conditions: time 18 hour. Reported procedure: A mixture of (R)-tert-butyl 1-amino-3-(4-iodophenyl)-1-oxopropan-2-ylcarbamate (970 mg, 2.48 mmol), pyridine-2-boronic acid pinacol ester (505 mg, 2.46 mmol), dppf (275 mg, 0.496 mmol), Cs2CO3 (1.00 g, 3.06 mmol), Pd(OAc)2 (56 mg, 0.249 mmol) and CuCl (25 mg, 0.252 mmol) in DMF (10 mL) was degassed with argon, then was stirred at 100 C for 18 h. Water and EtOAc were added. The organic phase was separated, dried over Na2SO4, concentrated in vacuo. The residue was purified by a silica gel column, ... The reagents and catalysts are C1=CC=C(C=C1)P([C-]2C=CC=C2)C3=CC=CC=C3.C1=CC=C(C=C1)P([C-]2C=CC=C2)C3=CC=CC=C3.[Fe+2] (dppf), CC(=O)[O-].CC(=O)[O-].[Pd+2] (Pd(OAc)2), Cl[Cu] (CuCl). Isolated yield 33.5%. Run in CN(C)C=O (DMF). The product is NC([C@@H](CC1=CC=C(C=C1)C1=NC=CC=C1)NC(OC(C)(C)C)=O)=O ((R)-tert-butyl 1-amino-1-oxo-3-(4-(pyridin-2-yl)phenyl)propan-2-ylcarbamate). Starting materials: NC([C@@H](CC1=CC=C(C=C1)I)NC(OC(C)(C)C)=O)=O ((R)-tert-butyl 1-amino-3-(4-iodophenyl)-1-oxopropan-2-ylcarbamate), N1=C(C=CC=C1)B1OC(C)(C)C(C)(C)O1 (pyridine-2-boronic acid pinacol ester), C(=O)([O-])[O-].[Cs+].[Cs+] (Cs2CO3). RXN SMILES: [NH2:1][C:2](=[O:20])[C@H:3]([NH:12][C:13](=[O:19])[O:14][C:15]([CH3:18])([CH3:17])[CH3:16])[CH2:4][C:5]1[CH:10]=[CH:9][C:8](I)=[CH:7][CH:6]=1.[N:21]1[CH:26]=[CH:25][CH:24]=[CH:23][C:22]=1B1OC(C)(C)C(C)(C)O1.C([O-])([O-])=O.[Cs+].[Cs+]>CN(C=O)C.C1C=CC(P(C2C=CC=CC=2)[C-]2C=CC=C2)=CC=1.C1C=CC(P(C2C=CC=CC=2)[C-]2C=CC=C2)=CC=1.[Fe+2].CC([O-])=O.CC([O-])=O.[Pd+2].Cl[Cu]>[NH2:1][C:2](=[O:20])[C@H:3]([NH:12][C:13](=[O:19])[O:14][C:15]([CH3:18])([CH3:17])[CH3:16])[CH2:4][C:5]1[CH:10]=[CH:9][C:8]([C:22]2[CH:23]=[CH:24][CH:25]=[CH:26][N:21]=2)=[CH:7][CH:6]=1 |f:2.3.4,6.7.8,9.10.11|. Run in C1(=CC=CC=C1)C (toluene). Product: C(C)(C)(C)OC(=O)N[C@H](/C=C/C(=O)OCC)CC1=CC=CC=C1 (Ethyl (2E,4S)-4-[(tert-butoxycarbonyl)amino]-5-phenylpent-2-enoate). Conditions: temperature 80 celsius. RXN SMILES: [C:1]([O:5][C:6]([NH:8][C@@H:9]([CH2:12][C:13]1[CH:18]=[CH:17][CH:16]=[CH:15][CH:14]=1)[CH:10]=O)=[O:7])([CH3:4])([CH3:3])[CH3:2].[C:19]([CH:24]=P(C1C=CC=CC=1)(C1C=CC=CC=1)C1C=CC=CC=1)([O:21][CH2:22][CH3:23])=[O:20]>C1(C)C=CC=CC=1>[C:1]([O:5][C:6]([NH:8][C@@H:9]([CH2:12][C:13]1[CH:18]=[CH:17][CH:16]=[CH:15][CH:14]=1)/[CH:10]=[CH:24]/[C:19]([O:21][CH2:22][CH3:23])=[O:20])=[O:7])([CH3:4])([CH3:3])[CH3:2]. Reactants: C(C)(C)(C)OC(=O)N[C@H](C=O)CC1=CC=CC=C1 ((S)-(−)-2-(tert-butoxycarbonylamino)-3-phenylpropanal), C(=O)(OCC)C=P(C1=CC=CC=C1)(C1=CC=CC=C1)C1=CC=CC=C1 ((carbethoxymethylene)triphenylphosphine). Procedure: A solution of (S)-(−)-2-(tert-butoxycarbonylamino)-3-phenylpropanal (6.87 g, 27.56 mmol) and (carbethoxymethylene)triphenylphosphine (9.60 g, 27.56 mmol) in toluene (150 mL) was stirred and heated to 80° C. for 70 min. The product was isolated by flash column chromatography on silica gel using a gradient elution of 5-25% EtOAc/hexanes. Collection and concentration of the appropriate fractions yielded the compound as a white solid. 1H NMR (400 MHz, CDCl3) δ 7.33-7.22 (m, 3H), 7.19-7.17 (m, 2H), 6... Reactants: CC=1C(=CSC1)N=C=S (4-methyl-3-thienyl isothiocyanate), NC1=C(C=CC=C1)N (1,2-diaminobenzene). The product is NC1=C(C=CC=C1)NC(=S)NC1=CSC=C1C (N-(2-Aminophenyl)-N′-(4-methyl-3-thienyl)thiourea). As a reaction SMILES: [CH3:1][C:2]1[C:3]([N:7]=[C:8]=[S:9])=[CH:4][S:5][CH:6]=1.[NH2:10][C:11]1[CH:16]=[CH:15][CH:14]=[CH:13][C:12]=1[NH2:17]>>[NH2:10][C:11]1[CH:16]=[CH:15][CH:14]=[CH:13][C:12]=1[NH:17][C:8]([NH:7][C:3]1[C:2]([CH3:1])=[CH:6][S:5][CH:4]=1)=[S:9]. Procedure: is obtained analogously to the reaction described in example 1 b) from 4-methyl-3-thienyl isothiocyanate and 1,2-diaminobenzene. Crystalline solid having a 1st m.p. of 177-182° C., followed by another crystallization and 2nd m.p. 285-290° C.